describe an organic reaction: reactants, conditions, products, and yield From a dataset of the Open Reaction Database (ORD), a public repository of structured organic reaction records. Reactants: CC=1C(=CC=2C(CCC(C2C1)(C)C)(C)C)C(=C)C=1C=C(C=CC1)C(=O)OC (methyl 3-[1-(3,5,5,8,8-pentamethyl-5,6,7,8-tetrahydro-2-naphthyl)vinyl]phenylcarboxylate), [H][H] (hydrogen). The reagents and catalysts are [Pd] (palladium-on-charcoal). The solvent is C(C)(=O)OCC (ethyl acetate). The product is CC=1C(=CC=2C(CCC(C2C1)(C)C)(C)C)C(C)C=1C=C(C(=O)OC)C=CC1 (Methyl 3-[1-(3,5,5,8,8-pentamethyl-5,6,7,8-tetrahydro-2-naphthyl)ethyl]benzoate). As a reaction SMILES: [CH3:1][C:2]1[C:3]([C:16]([C:18]2[CH:19]=[C:20]([C:24]([O:26][CH3:27])=[O:25])[CH:21]=[CH:22][CH:23]=2)=[CH2:17])=[CH:4][C:5]2[C:6]([CH3:15])([CH3:14])[CH2:7][CH2:8][C:9]([CH3:13])([CH3:12])[C:10]=2[CH:11]=1.[H][H]>C(OCC)(=O)C.[Pd]>[CH3:1][C:2]1[C:3]([CH:16]([C:18]2[CH:19]=[C:20]([CH:21]=[CH:22][CH:23]=2)[C:24]([O:26][CH3:27])=[O:25])[CH3:17])=[CH:4][C:5]2[C:6]([CH3:14])([CH3:15])[CH2:7][CH2:8][C:9]([CH3:12])([CH3:13])[C:10]=2[CH:11]=1. Procedure details: A solution of methyl 3-[1-(3,5,5,8,8-pentamethyl-5,6,7,8-tetrahydro-2-naphthyl)vinyl]phenylcarboxylate (2.5 g, 6.9 mmol) in ethyl acetate, in the presence of palladium-on-charcoal (700 mg) at a pressure of 6 bar of hydrogen, is stirred at room temperature for 4 h. The mixture is filtered through Celite and then concentrated on a rotary evaporator under vacuum at 40° C. The reactants are ClCCl, CCSC(C)(C#N)CCl, O=S(=O)(Cl)Cl. The product is CC(Cl)SC(C)(C#N)CCl. Reaction SMILES: [CH2:15]([Cl:16])[Cl:17].[Cl:1][CH2:2][C:3]([C:4]#[N:5])([CH3:6])[S:7][CH2:8][CH3:9].[S:10]([Cl:11])(=[O:12])([Cl:13])=[O:14]>>[Cl:1][CH2:2][C:3]([C:4]#[N:5])([CH3:6])[S:7][CH:8]([CH3:9])[Cl:13]. Starting materials: OC1=CC=C2C=3C(=CC=C(C3NC2=C1)C(=O)N)C1=C(C(=CC=C1)N1C(C2=CC(=CC=C2C1)C)=O)C (7-hydroxy-4-(2-methyl-3-(6-methyl-1-oxoisoindolin-2-yl)phenyl)-9H-carbazole-1-carboxamide), C([O-])([O-])=O.[K+].[K+] (potassium carbonate), BrCC1OC1 (2-(bromomethyl)oxirane). Solvent: CN(C)C=O (DMF). Reaction conditions: time 30 minute. The product is OC(COC1=CC=C2C=3C(=CC=C(C3NC2=C1)C(=O)N)C1=C(C(=CC=C1)N1C(C2=CC(=CC=C2C1)C)=O)C)COC (7-(2-hydroxy-3-methoxypropoxy)-4-(2-methyl-3-(6-methyl-1-oxoisoindolin-2-yl)phenyl)-9H-carbazole-1-carboxamide). The yield is 13.2%. Reaction SMILES: [OH:1][C:2]1[CH:14]=[C:13]2[C:5]([C:6]3[C:7]([C:18]4[CH:23]=[CH:22][CH:21]=[C:20]([N:24]5[CH2:32][C:31]6[C:26](=[CH:27][C:28]([CH3:33])=[CH:29][CH:30]=6)[C:25]5=[O:34])[C:19]=4[CH3:35])=[CH:8][CH:9]=[C:10]([C:15]([NH2:17])=[O:16])[C:11]=3[NH:12]2)=[CH:4][CH:3]=1.[C:36](=[O:39])([O-])[O-].[K+].[K+].Br[CH2:43][CH:44]1[CH2:46][O:45]1>CN(C=O)C>[OH:45][CH:44]([CH2:46][O:39][CH3:36])[CH2:43][O:1][C:2]1[CH:14]=[C:13]2[C:5]([C:6]3[C:7]([C:18]4[CH:23]=[CH:22][CH:21]=[C:20]([N:24]5[CH2:32][C:31]6[C:26](=[CH:27][C:28]([CH3:33])=[CH:29][CH:30]=6)[C:25]5=[O:34])[C:19]=4[CH3:35])=[CH:8][CH:9]=[C:10]([C:15]([NH2:17])=[O:16])[C:11]=3[NH:12]2)=[CH:4][CH:3]=1 |f:1.2.3|. Procedure: A mixture of 7-hydroxy-4-(2-methyl-3-(6-methyl-1-oxoisoindolin-2-yl)phenyl)-9H-carbazole-1-carboxamide (Example 40-2, 30 mg, 0.065 mmol) and potassium carbonate (36 mg, 0.260 mmol) in DMF (1.0 mL) was stirred at rt for 30 min, then was treated with 2-(bromomethyl)oxirane (27 mg, 0.195 mmol). The resulting mixture was heated at 90° C. for 3.5 h, cooled to rt and filtered. The filtrate was treated with methanol, stirred at rt for 2 h, then was then heated at 90° C. for 1 h. The mixture was concent... Starting materials: C=CC(=O)Cl, CCOC(=N)N1Cc2ccccc2-c2ccccc2C1. The product is C=CC(=O)N=C(OCC)N1Cc2ccccc2-c2ccccc2C1. RXN SMILES: [C:21]([CH:22]=[CH2:23])(=[O:24])[Cl:25].[cH:1]1[cH:2][cH:3][cH:4][c:5]2[c:11]1-[c:10]1[c:9]([cH:15][cH:14][cH:13][cH:12]1)[CH2:8][N:7]([C:16]([O:17][CH2:18][CH3:19])=[NH:20])[CH2:6]2>>[cH:1]1[cH:2][cH:3][cH:4][c:5]2[c:11]1-[c:10]1[c:9]([cH:15][cH:14][cH:13][cH:12]1)[CH2:8][N:7]([C:16]([O:17][CH2:18][CH3:19])=[N:20][C:21]([CH:22]=[CH2:23])=[O:24])[CH2:6]2. As a reaction SMILES: [F:1][C:2]1[CH:9]=[CH:8][C:5]([CH:6]=O)=[CH:4][CH:3]=1.[C:10]([C:13]1[CH:18]=[CH:17][CH:16]=[CH:15][CH:14]=1)(=[O:12])[CH3:11]>>[F:1][C:2]1[CH:9]=[CH:8][C:5]([CH:6]=[CH:11][C:10]([C:13]2[CH:18]=[CH:17][CH:16]=[CH:15][CH:14]=2)=[O:12])=[CH:4][CH:3]=1. Product: FC1=CC=C(C=C1)C=CC(=O)C1=CC=CC=C1 (3-(4-fluorophenyl)-1-phenylprop-2-en-1-one). Reported procedure: By a procedure similar to that of example 1.59.1, starting from 4-fluorobenzaldehyde and acetophenone, 3-(4-fluorophenyl)-1-phenylprop-2-en-1-one was obtained as yellow solid. Starting materials: FC1=CC=C(C=O)C=C1 (4-fluorobenzaldehyde), C(C)(=O)C1=CC=CC=C1 (acetophenone). Isolated yield 99.9%. Solvent: N1=CC=CC=C1 (pyridine). Reactants: CC1=NOC=C1C(=O)C=1SC=CC1 ((3-methyl-1,2-oxazol-4-yl)(2-thienyl)methanone), Cl.NO (hydroxylamine hydrochloride). Procedure details: A solution of (3-methyl-1,2-oxazol-4-yl)(2-thienyl)methanone (6.00 g, 31.0 mmol) and hydroxylamine hydrochloride (5.40 g, 77.6 mmol) in pyridine (80 mL) was stirred 5 h at 50° C. then overnight at room temperature. After removal of the solvent in vacuo, addition of water (50 mL) and extraction with ethyl acetate (3×40 mL), the combined organic layers were dried over MgSO4 and concentrated in vacuo. The residue was purified on silica gel to afford N-hydroxy-1-(3-methyl-1,2-oxazol-4-yl)-1-(2-thien... The product is ON=C(C=1SC=CC1)C=1C(=NOC1)C (N-hydroxy-1-(3-methyl-1,2-oxazol-4-yl)-1-(2-thienyl)methanimine). Reaction SMILES: [CH3:1][C:2]1[C:6]([C:7]([C:9]2[S:10][CH:11]=[CH:12][CH:13]=2)=O)=[CH:5][O:4][N:3]=1.Cl.[NH2:15][OH:16]>N1C=CC=CC=1>[OH:16][N:15]=[C:7]([C:6]1[C:2]([CH3:1])=[N:3][O:4][CH:5]=1)[C:9]1[S:10][CH:11]=[CH:12][CH:13]=1 |f:1.2|. Reactants: CS(=O)(=O)Cl (Methanesulphonyl chloride), NC=1C=CC(=C(C1)C=1NC(C2=C(N1)C(=NN2C)CCC)=O)OCC (5-(5-amino-2-ethoxyphenyl)-1-methyl-3-n-propyl-1,6-dihydro-7H-pyrazolo[4,3-d]pyrimidin-7-one). The solvent is N1=CC=CC=C1 (pyridine). Run at time 18 hour. Yields the product C(C)OC1=C(C=C(C=C1)NS(=O)(=O)C)C=1NC(C2=C(N1)C(=NN2C)CCC)=O (5-(2-Ethoxy-5-methanesulphonamidophenyl)-1-methyl-3-n-propyl-1,6-dihydro-7H-pyrazolo[4,3-d]pyrimidin-7-one). Yield: 57.6%. RXN SMILES: [CH3:1][S:2](Cl)(=[O:4])=[O:3].[NH2:6][C:7]1[CH:8]=[CH:9][C:10]([O:27][CH2:28][CH3:29])=[C:11]([C:13]2[NH:14][C:15](=[O:26])[C:16]3[N:21]([CH3:22])[N:20]=[C:19]([CH2:23][CH2:24][CH3:25])[C:17]=3[N:18]=2)[CH:12]=1>N1C=CC=CC=1>[CH2:28]([O:27][C:10]1[CH:9]=[CH:8][C:7]([NH:6][S:2]([CH3:1])(=[O:4])=[O:3])=[CH:12][C:11]=1[C:13]1[NH:14][C:15](=[O:26])[C:16]2[N:21]([CH3:22])[N:20]=[C:19]([CH2:23][CH2:24][CH3:25])[C:17]=2[N:18]=1)[CH3:29]. Reported procedure: Methanesulphonyl chloride (0.157 g, 0.00137 mol) was added to a stirred solution of 5-(5-amino-2-ethoxyphenyl)-1-methyl-3-n-propyl-1,6-dihydro-7H-pyrazolo[4,3-d]pyrimidin-7-one (0.45 g, 0.00137 mol) in dry pyridine (30 ml) at 0° C. The mixture was stirred for 18 hours at room temperature and then evaporated under vacuum. The residue was suspended in saturated aqueous sodium bicarbonate solution (50 ml) and the mixture extracted with dichloromethane (2×30 ml). The organic extracts were combined, ...